This data is from the Open Reaction Database (ORD), a public repository of structured organic reaction records. The task is: describe an organic reaction: reactants, conditions, products, and yield Reactants: CC(C)=CCC[C@@H](C)[C@H]1CC[C@H]2[C@@H]3CCC4=CC(CC[C@]4(C)[C@H]3CC[C@]12C)=O (4,24-cholestadien-3-one), Cl.NO (hydroxylamine hydrochloride). Solvent: N1=CC=CC=C1 (pyridine). Yields the product CC(C)=CCC[C@@H](C)[C@H]1CC[C@H]2[C@@H]3CCC4=CC(CC[C@]4(C)[C@H]3CC[C@]12C)=NO (4,24-cholestadien-3-one oxime). The yield is 50.0%. Reaction SMILES: [CH3:1][C:2](=[CH:4][CH2:5][CH2:6][C@H:7]([C@@H:9]1[C@:26]2([CH3:27])[C@H:12]([C@H:13]3[C@H:23]([CH2:24][CH2:25]2)[C@:21]2([CH3:22])[C:16](=[CH:17][C:18](=O)[CH2:19][CH2:20]2)[CH2:15][CH2:14]3)[CH2:11][CH2:10]1)[CH3:8])[CH3:3].Cl.[NH2:30][OH:31]>N1C=CC=CC=1>[CH3:1][C:2](=[CH:4][CH2:5][CH2:6][C@H:7]([C@@H:9]1[C@:26]2([CH3:27])[C@H:12]([C@H:13]3[C@H:23]([CH2:24][CH2:25]2)[C@:21]2([CH3:22])[C:16](=[CH:17][C:18](=[N:30][OH:31])[CH2:19][CH2:20]2)[CH2:15][CH2:14]3)[CH2:11][CH2:10]1)[CH3:8])[CH3:3] |f:1.2|. Reported procedure: 100 mg of 4,24-cholestadien-3-one (0.26 mmol) is solubilized in 5 ml of pyridine in a 10 ml flask, then 100 mg of hydroxylamine hydrochloride is added. Stirring is maintained for 24 hours at ambient temperature, and the solvent is evaporated off under reduced pressure. Water then ethyl acetate are added in order to carry out an extraction. Then the organic phase is washed with an acidified aqueous solution (HCl 1%). The ethyl acetate is evaporated off under reduced pressure. A white powder is ob...